describe an organic reaction: reactants, conditions, products, and yield From a dataset of the Open Reaction Database (ORD), a public repository of structured organic reaction records. Reactants: OC1=NC=C(C(=O)O)C=C1 (6-hydroxynicotinic acid), OS(=O)(=O)O (H2SO4), CO (MeOH). The product is OC1=NC=C(C(=O)OC)C=C1 (methyl 6-hydroxynicotinate). Reaction SMILES: [OH:1][C:2]1[CH:10]=[CH:9][C:5]([C:6]([OH:8])=[O:7])=[CH:4][N:3]=1.OS(O)(=O)=O.[CH3:16]O>>[OH:1][C:2]1[CH:10]=[CH:9][C:5]([C:6]([O:8][CH3:16])=[O:7])=[CH:4][N:3]=1. Procedure details: In 70 ml of MeOH was suspended 12.0 g (0.086 mole) of 6-hydroxynicotinic acid followed by addition of 4 ml of concentrated H2SO4. The mixture was refluxed for 10 hours. After cooling, MeOH was distilled off and the residue was adjusted to pH about 8 with a saturated aqueous solution of sodium hydrogen carbonate. The precipitate was collected by filtration, rinsed (twice) with water and dried to give 10.5 g of methyl 6-hydroxynicotinate as pale yellow crystals. This product was in the pyridone st... Starting materials: Cl.CC=1NC=C(N1)C1=CC=CC=C1 (2-methyl-4-phenyl-1H-imidazole HCl salt), ClC1=CC=C(CBr)C=C1 (4-chlorobenzyl bromide), [H-].[Na+] (NaH). Run in CN(C)C=O (DMF). Product: ClC1=CC=C(CN2C(=NC(=C2)C2=CC=CC=C2)C)C=C1 (1-(4-Chloro-benzyl)-2-methyl-4-phenyl-1H-imidazole). Reaction SMILES: Cl.[CH3:2][C:3]1[NH:4][CH:5]=[C:6]([C:8]2[CH:13]=[CH:12][CH:11]=[CH:10][CH:9]=2)[N:7]=1.[Cl:14][C:15]1[CH:22]=[CH:21][C:18]([CH2:19]Br)=[CH:17][CH:16]=1.[H-].[Na+]>CN(C=O)C>[Cl:14][C:15]1[CH:22]=[CH:21][C:18]([CH2:19][N:4]2[CH:5]=[C:6]([C:8]3[CH:9]=[CH:10][CH:11]=[CH:12][CH:13]=3)[N:7]=[C:3]2[CH3:2])=[CH:17][CH:16]=1 |f:0.1,3.4|. Procedure details: A mixture of 2-methyl-4-phenyl-1H-imidazole HCl salt (1.51 g, 7.75 mmol), 4-chlorobenzyl bromide (1.75 g, 8.53 mmol) and NaH (745 mg, 18.6 mmol) in DMF (20 mL) is stirred at RT. After completion the reaction mixture is quenched by H2O. EtOAc is added and the organic layer is washed with brine, dried over MgSO4 and evaporated in vacuo. Silica gel flash chromatography of the residue affords the title compound as a colorless powder; ES-MS: M+=283.1: At Ret=3.93 min. RXN SMILES: [CH3:1][C:2]([O:3][C:5]([CH3:6])=[O:7])=[O:4].[NH2:8][c:9]1[c:10]([CH2:22][CH2:23][CH2:24][CH2:25][N:26]([CH3:27])[CH3:28])[cH:11][cH:12][c:13]([CH2:15][CH2:16][CH2:17][CH2:18][N:19]([CH3:20])[CH3:21])[cH:14]1.[Na+:29].[Na+:30].[Na+:36].[O-:31][C:32](=[O:33])[O-:34].[OH-:35]>>[C:5]([CH3:6])(=[O:7])[NH:8][c:9]1[c:10]([CH2:22][CH2:23][CH2:24][CH2:25][N:26]([CH3:27])[CH3:28])[cH:11][cH:12][c:13]([CH2:15][CH2:16][CH2:17][CH2:18][N:19]([CH3:20])[CH3:21])[cH:14]1. Product: CC(=O)Nc1cc(CCCCN(C)C)ccc1CCCCN(C)C. Starting materials: CC(=O)OC(C)=O, CN(C)CCCCc1ccc(CCCCN(C)C)c(N)c1, [Na+], [Na+], [Na+], O=C([O-])[O-], [OH-]. Starting materials: COC1=C(C=C(C=C1)NC(=O)[C@H]1N(CCC1)C(C(F)(F)F)=O)NC(=O)NC1=NC=CN=C1 ((S)-1-(2,2,2-trifluoro-ethanoyl)-pyrrolidine-2-carboxylic acid [4-methoxy-3-(3-pyrazin-2-yl-ureido)-phenyl]-amide), COC1=C(C=C(C=C1)NC(=O)[C@H]1N(CCC1)C(C(F)(F)F)=O)NC(=O)NC1=NC=CN=C1 ((S)-1-(2,2,2-trifluoro-ethanoyl)-pyrrolidine-2-carboxylic acid [4-methoxy-3-(3-pyrazin-2-yl-ureido)-phenyl]-amide), [OH-].[K+] (KOH). Run in CO (methanol), O (water), O (water). Run at time 10 minute. Product: COC1=C(C=C(C=C1)NC(=O)[C@H]1NCCC1)NC(=O)NC1=NC=CN=C1 ((S)-pyrrolidine-2-carboxylic acid [4-methoxy-3-(3-pyrazin-2-yl-ureido)-phenyl]-amide). As a reaction SMILES: [CH3:1][O:2][C:3]1[CH:8]=[CH:7][C:6]([NH:9][C:10]([C@@H:12]2[CH2:16][CH2:15][CH2:14][N:13]2C(=O)C(F)(F)F)=[O:11])=[CH:5][C:4]=1[NH:23][C:24]([NH:26][C:27]1[CH:32]=[N:31][CH:30]=[CH:29][N:28]=1)=[O:25].[OH-].[K+]>CO.O>[CH3:1][O:2][C:3]1[CH:8]=[CH:7][C:6]([NH:9][C:10]([C@@H:12]2[CH2:16][CH2:15][CH2:14][NH:13]2)=[O:11])=[CH:5][C:4]=1[NH:23][C:24]([NH:26][C:27]1[CH:32]=[N:31][CH:30]=[CH:29][N:28]=1)=[O:25] |f:1.2|. Reported procedure: A suspension of (S)-1-(2,2,2-trifluoro-ethanoyl)-pyrrolidine-2-carboxylic acid [4-methoxy-3-(3-pyrazin-2-yl-ureido)-phenyl]-amide (Compound 36, Example 6) (22 mg, 0.05 mmol) in a mixture of methanol (MeOH, 5 mL) and water (about 0.25 mL) was treated with KOH (100 mg, large excess). Within 10 minutes, all ingredients were in solution. The reaction mixture was treated with water (20 mL) and extracted with ethyl acetate (2×20 mL). The organic layers were combined and washed with water (10 mL) and b...